From a dataset of the Open Reaction Database (ORD), a public repository of structured organic reaction records. describe an organic reaction: reactants, conditions, products, and yield The reactants are CC(C)OC(=O)Cc1cc(OCc2ccccc2)ccc1[N+](=O)[O-], CCO, [Cl-], [Fe], [NH4+], O. Yields the product CC(C)OC(=O)Cc1cc(OCc2ccccc2)ccc1N. As a reaction SMILES: [CH2:1]([c:2]1[cH:3][cH:4][cH:5][cH:6][cH:7]1)[O:8][c:9]1[cH:10][cH:11][c:12]([N+:22]([O-:23])=[O:24])[c:13]([CH2:15][C:16](=[O:17])[O:18][CH:19]([CH3:20])[CH3:21])[cH:14]1.[CH3:27][CH2:28][OH:29].[Cl-:25].[Fe:30].[NH4+:26].[OH2:31]>>[CH2:1]([c:2]1[cH:3][cH:4][cH:5][cH:6][cH:7]1)[O:8][c:9]1[cH:10][cH:11][c:12]([NH2:22])[c:13]([CH2:15][C:16](=[O:17])[O:18][CH:19]([CH3:20])[CH3:21])[cH:14]1.